This data is from the Open Reaction Database (ORD), a public repository of structured organic reaction records. The task is: describe an organic reaction: reactants, conditions, products, and yield The reactants are CC12CCC3C(CCC4=CC(=O)CCC43C)C1CCC2=O, CC(C)(C)O. The product is CC12CCC3C(C=CC4=CC(=O)CCC43C)C1CCC2=O. Reaction SMILES: [CH3:1][C:2]12[C:3](=[O:21])[CH2:4][CH2:5][CH:6]1[CH:7]1[CH2:8][CH2:9][C:10]3=[CH:11][C:12](=[O:20])[CH2:13][CH2:14][C:15]3([CH3:16])[CH:17]1[CH2:18][CH2:19]2.[CH3:22][C:23]([OH:24])([CH3:25])[CH3:26]>>[CH3:1][C:2]12[C:3](=[O:21])[CH2:4][CH2:5][CH:6]1[CH:7]1[CH:8]=[CH:9][C:10]3=[CH:11][C:12](=[O:20])[CH2:13][CH2:14][C:15]3([CH3:16])[CH:17]1[CH2:18][CH2:19]2. As a reaction SMILES: [CH3:1][C@@H:2]1[CH2:7][NH:6][CH2:5][CH2:4][N:3]1[C:8]1[N:9]=[N:10][C:11]([C:18]2[CH:23]=[CH:22][CH:21]=[CH:20][CH:19]=2)=[C:12]2[CH:17]=[CH:16][N:15]=[CH:14][C:13]=12.[F:24][C:25]1([F:34])[CH2:30][CH2:29][CH:28]([C:31](O)=[O:32])[CH2:27][CH2:26]1.Cl.C(N=C=NCCCN(C)C)C.N1C2C(=NC=CC=2)N(O)N=1.C(=O)(O)[O-].[Na+]>CN(C=O)C.C(OCC)(=O)C.CCCCCC>[F:24][C:25]1([F:34])[CH2:30][CH2:29][CH:28]([C:31]([N:6]2[CH2:5][CH2:4][N:3]([C:8]3[N:9]=[N:10][C:11]([C:18]4[CH:19]=[CH:20][CH:21]=[CH:22][CH:23]=4)=[C:12]4[CH:17]=[CH:16][N:15]=[CH:14][C:13]=34)[C@H:2]([CH3:1])[CH2:7]2)=[O:32])[CH2:27][CH2:26]1 |f:2.3,5.6|. Yields the product FC1(CCC(CC1)C(=O)N1C[C@H](N(CC1)C=1N=NC(=C2C1C=NC=C2)C2=CC=CC=C2)C)F ((R)-(4,4-difluorocyclohexyl)(3-methyl-4-(1-phenylpyrido[3,4-d]pyridazin-4-yl)piperazin-1-yl)methanone). Procedure: (R)-4-(2-methylpiperazin-1-yl)-1-phenylpyrido[3,4-d]pyridazine 16 (150 mg, 491 μmol), 4,4-difluorocyclohexanecarboxylic acid (88.7 mg, 540 μmol), N1-((ethylimino)methylene)-N3,N3-dimethylpropane-1,3-diamine hydrochloride (113 mg, 589 μmol), 3H-[1,2,3]triazolo[4,5-b]pyridin-3-ol (80.2 mg, 589 μmol), sodium bicarbonate (82.5 mg, 982 μmol) were stirred in DMF (3 ml) for one hour. The reaction was then taken up in ethyl acetate (30 ml) and washed with aqueous K2CO3 (10%), water, and brine. The organ... Starting materials: C[C@H]1N(CCNC1)C=1N=NC(=C2C1C=NC=C2)C2=CC=CC=C2 ((R)-4-(2-methylpiperazin-1-yl)-1-phenylpyrido[3,4-d]pyridazine), FC1(CCC(CC1)C(=O)O)F (4,4-difluorocyclohexanecarboxylic acid), Cl.C(C)N=C=NCCCN(C)C (N1-((ethylimino)methylene)-N3,N3-dimethylpropane-1,3-diamine hydrochloride), N1=NN(C2=NC=CC=C21)O (3H-[1,2,3]triazolo[4,5-b]pyridin-3-ol), C([O-])(O)=O.[Na+] (sodium bicarbonate). The solvent is CN(C)C=O (DMF), C(C)(=O)OCC (ethyl acetate), CCCCCC (hexane), C(C)(=O)OCC (ethyl acetate). RXN SMILES: CC1(C)CO[CH:5]([CH:8]([C@@H:10]2[C@:27]3([CH3:28])[C@H:13]([C@H:14]4[C@H:24]([CH2:25][CH2:26]3)[C@:22]3([CH3:23])[C:17](=[CH:18][C:19](=[O:30])[C@@H:20]5[O:29][C@@H:21]53)[CH:16]=[CH:15]4)[CH2:12][CH2:11]2)[CH3:9])[O:4]C1.CC1(C)COC(C([C@@H]2[C@]3(C)[C@H]([C@H]4[C@H](CC3)[C@]3(C)C(=CC(=O)C=C3)C=C4)CC2)C)OC1>>[O:29]1[C@H:20]2[C:19](=[O:30])[CH:18]=[C:17]3[C@:22]([CH3:23])([C@@H:21]12)[C@@H:24]1[C@H:14]([C@H:13]2[C@:27]([CH3:28])([CH2:26][CH2:25]1)[C@@H:10]([CH:8]([CH:5]=[O:4])[CH3:9])[CH2:11][CH2:12]2)[CH:15]=[CH:16]3. The yield is 60.2%. Starting materials: CC1(COC(OC1)C(C)[C@H]1CC[C@H]2[C@@H]3C=CC4=CC([C@H]5[C@@H]([C@]4(C)[C@H]3CC[C@]12C)O5)=O)C (20-(5,5-dimethyl-1,3-dioxan-2-yl)-1α,2α-epoxypregna-4,6-dien-3-one), CC1(COC(OC1)C(C)[C@H]1CC[C@H]2[C@@H]3C=CC4=CC(C=C[C@]4(C)[C@H]3CC[C@]12C)=O)C (20-(5,5-dimethyl-1,3-dioxan-2-yl)pregna-1,4,6-trien-3-one). Product: O1[C@H]2[C@@H]1C(C=C1C=C[C@H]3[C@@H]4CC[C@H](C(C)C=O)[C@]4(CC[C@@H]3[C@@]21C)C)=O (1α, 2α-epoxy-3-oxopregna-4,6-diene-20-carbaldehyde). Procedure: The procedure of Example 26 was repeated except that 0.426 g (1.0 mmole) of 20-(5,5-dimethyl-1,3-dioxan-2-yl)-1α,2α-epoxypregna-4,6-dien-3-one was used in lieu of 0.410 g of 20-(5,5-dimethyl-1,3-dioxan-2-yl)pregna-1,4,6-trien-3-one to give 0.205 g of 1α, 2α-epoxy-3-oxopregna-4,6-diene-20-carbaldehyde (yield: 60%). The reactants are [BH4-], CO, CC(C)[O-], CC(C)[O-], CC(C)[O-], CC(C)[O-], CC(C)(C)OC(=O)N1CCNCC1, [Na+], O=C1CCOCC1, [Ti+4]. Yields the product CC(C)(C)OC(=O)N1CCN(C2CCOCC2)CC1. RXN SMILES: [BH4-:23].[CH3:21][OH:22].[CH3:25][CH:26]([CH3:27])[O-:28].[CH3:30][CH:31]([CH3:32])[O-:33].[CH3:34][CH:35]([CH3:36])[O-:37].[CH3:38][CH:39]([CH3:40])[O-:41].[N:1]1([C:7](=[O:8])[O:9][C:10]([CH3:11])([CH3:12])[CH3:13])[CH2:2][CH2:3][NH:4][CH2:5][CH2:6]1.[Na+:24].[O:14]1[CH2:15][CH2:16][C:17](=[O:20])[CH2:18][CH2:19]1.[Ti+4:29]>>[N:1]1([C:7](=[O:8])[O:9][C:10]([CH3:11])([CH3:12])[CH3:13])[CH2:2][CH2:3][N:4]([CH:17]2[CH2:16][CH2:15][O:14][CH2:19][CH2:18]2)[CH2:5][CH2:6]1. Reactants: N[C@H]1CC[C@H](CC1)C(=O)O (cis-4-aminocyclohexanecarboxylic acid), S(=O)(Cl)Cl (thionyl chloride), CO (methanol). Conditions: time 3 hour. Yields the product Cl.COC(=O)[C@@H]1CC[C@@H](CC1)N (cis-4-Aminocyclohexanecarboxylic Acid Methyl Ester Hydrochloride). RXN SMILES: [NH2:1][C@@H:2]1[CH2:7][CH2:6][C@H:5]([C:8]([OH:10])=[O:9])[CH2:4][CH2:3]1.S(Cl)([Cl:13])=O.[CH3:15]O>>[ClH:13].[CH3:15][O:9][C:8]([C@H:5]1[CH2:6][CH2:7][C@@H:2]([NH2:1])[CH2:3][CH2:4]1)=[O:10] |f:3.4|. Reported procedure: A solution of 2.0 g of cis-4-aminocyclohexanecarboxylic acid in 20 mL of methanol was combined with 3.57 mL of thionyl chloride, and stirred for 3 hours. The reaction solution was concentrated, and the residue was washed with ethyl ether to obtain 2.64 g of the desirable compound as colorless crystals. Starting materials: solution, N (ammonia), CO (methanol), O1CCC2=C1C(=CC=C2)C(=O)O (2,3-Dihydrobenzofuran-7-carboxylic acid), Cl.CN(CCCN=C=NCC)C (N-(3-Dimethylaminopropyl)-N′-ethylcarbodiimide hydrochloride), ON1N=NC2=C1C=CC=C2 (1-Hydroxybenzotriazole). Run in CN(C)C=O (DMF), C(C)(=O)OCC (ethyl acetate), C(Cl)Cl (DCM). Reaction conditions: temperature 0 celsius, time 20 minute. Product: O1CCC2=C1C(=CC=C2)C(=O)N (2,3-dihydrobenzofuran-7-carboxylic acid amide). Yield: 35.1%. Reaction SMILES: [O:1]1[C:5]2[C:6]([C:10]([OH:12])=O)=[CH:7][CH:8]=[CH:9][C:4]=2[CH2:3][CH2:2]1.O[N:14]1C2C=CC=CC=2N=N1.Cl.CN(C)CCCN=C=NCC.N.CO>C(Cl)Cl.CN(C=O)C.C(OCC)(=O)C>[O:1]1[C:5]2[C:6]([C:10]([NH2:14])=[O:12])=[CH:7][CH:8]=[CH:9][C:4]=2[CH2:3][CH2:2]1 |f:2.3|. Procedure: 2,3-Dihydrobenzofuran-7-carboxylic acid (15.0 g, 91 mmol) was dissolved in DCM (150 ml) and DMF (150 ml). 1-Hydroxybenzotriazole (12.3 g, 91 mmol) was added. The solution was cooled to 0° C. N-(3-Dimethylaminopropyl)-N′-ethylcarbodiimide hydrochloride (17.5 g, 91 mmol) was added. The reaction mixture was stirred for 20 min at 0° C. A 1 N solution of ammonia in methanol (200 ml, 200 mmol) was added. The reaction mixture was stirred for 16 hours, while it was warming up to room temperature. It was... The reactants are CCO, C=Cc1c(-c2ccc(F)cc2)nn(-c2ccccc2C)c1N. The product is CCc1c(-c2ccc(F)cc2)nn(-c2ccccc2C)c1N. RXN SMILES: [CH3:23][CH2:24][OH:25].[F:1][c:2]1[cH:3][cH:4][c:5](-[c:8]2[n:9][n:10](-[c:16]3[c:17]([CH3:22])[cH:18][cH:19][cH:20][cH:21]3)[c:11]([NH2:15])[c:12]2[CH:13]=[CH2:14])[cH:6][cH:7]1>>[F:1][c:2]1[cH:3][cH:4][c:5](-[c:8]2[n:9][n:10](-[c:16]3[c:17]([CH3:22])[cH:18][cH:19][cH:20][cH:21]3)[c:11]([NH2:15])[c:12]2[CH2:13][CH3:14])[cH:6][cH:7]1.